Dataset: the Open Reaction Database (ORD), a public repository of structured organic reaction records. Task: describe an organic reaction: reactants, conditions, products, and yield Starting materials: C(C=C)N1C(=NC=C1)C1=C(C=C(S1)C=1C2=C(N=CN1)SC(=N2)NC(C)=O)C2=C(C=C(C=C2)Cl)Cl (N-{7-[5-(1-allyl-1H-imidazol-2-yl)-4-(2,4-dichlorophenyl)-2-thienyl][1,3]thiazolo[5,4-d]pyrimidin-2-yl}acetamide), C(C)(=O)O (acetic acid), C1(=CC=CC=C1)[SiH3] (phenylsilane). Reagents/catalysts: C=1C=CC(=CC1)[P](C=2C=CC=CC2)(C=3C=CC=CC3)[Pd]([P](C=4C=CC=CC4)(C=5C=CC=CC5)C=6C=CC=CC6)([P](C=7C=CC=CC7)(C=8C=CC=CC8)C=9C=CC=CC9)[P](C=1C=CC=CC1)(C=1C=CC=CC1)C=1C=CC=CC1 (tetrakis(triphenylphosphine)palladium(0)). Solvent: C(Cl)Cl (DCM), C(Cl)Cl (DCM), O (water). Reaction conditions: temperature 40 celsius, time 30 minute. Yields the product ClC1=C(C=CC(=C1)Cl)C=1C=C(SC1C=1NC=CN1)C=1C2=C(N=CN1)SC(=N2)NC(C)=O (N-{7-[4-(2,4-dichlorophenyl)-5-(1H-imidazol-2-yl)-2-thienyl][1,3]thiazolo[5,4-d]pyrimidin-2-yl}acetamide). Isolated yield 31.0%. RXN SMILES: C([N:4]1[CH:8]=[CH:7][N:6]=[C:5]1[C:9]1[S:13][C:12]([C:14]2[C:15]3[N:22]=[C:21]([NH:23][C:24](=[O:26])[CH3:25])[S:20][C:16]=3[N:17]=[CH:18][N:19]=2)=[CH:11][C:10]=1[C:27]1[CH:32]=[CH:31][C:30]([Cl:33])=[CH:29][C:28]=1[Cl:34])C=C.C(O)(=O)C.C1([SiH3])C=CC=CC=1>C1C=CC([P]([Pd]([P](C2C=CC=CC=2)(C2C=CC=CC=2)C2C=CC=CC=2)([P](C2C=CC=CC=2)(C2C=CC=CC=2)C2C=CC=CC=2)[P](C2C=CC=CC=2)(C2C=CC=CC=2)C2C=CC=CC=2)(C2C=CC=CC=2)C2C=CC=CC=2)=CC=1.C(Cl)Cl.O>[Cl:34][C:28]1[CH:29]=[C:30]([Cl:33])[CH:31]=[CH:32][C:27]=1[C:10]1[CH:11]=[C:12]([C:14]2[C:15]3[N:22]=[C:21]([NH:23][C:24](=[O:26])[CH3:25])[S:20][C:16]=3[N:17]=[CH:18][N:19]=2)[S:13][C:9]=1[C:5]1[NH:6][CH:7]=[CH:8][N:4]=1 |^1:49,51,70,89|. Reported procedure: A mixture of N-{7-[5-(1-allyl-1H-imidazol-2-yl)-4-(2,4-dichlorophenyl)-2-thienyl][1,3]thiazolo[5,4-d]pyrimidin-2-yl}acetamide (200.0 mg, 0.3792 mmol), acetic acid (5 mL, 90 mmol) and DCM (25 mL) was degassed with vacuum and then the atmosphere was replaced with nitrogen. To the mixture, tetrakis(triphenylphosphine)palladium(0) (10.7 mg, 0.00923 mmol) and phenylsilane (0.187 mL, 1.517 mmol) were added. The resulting mixture was stirred at 40° C. for 30 min. The mixture was allowed to cool to rt f... The reactants are NN (Hydrazine), [N+](=O)(O)[O-] (nitric acid), C(C)O (ethanol), N#CN (cyanamide). Run at temperature 20 celsius. Yields the product [N+](=O)([O-])[O-].N[N+](=C(N)N)N (Diaminoguanidinium Nitrate). Reaction SMILES: [NH2:1][NH2:2].[N+:3]([O-:6])([OH:5])=[O:4].[N:7]#[C:8][NH2:9].C(O)C>>[N+:3]([O-:6])([O-:5])=[O:4].[NH2:1][N+:2]([NH2:3])=[C:8]([NH2:9])[NH2:7] |f:4.5|. Reported procedure: 64% Hydrazine solution (50 g, 1 mole) and 70% nitric acid (45 g, 0.5 mole) were carefully mixed in 200 ml of ethanol. 50% Aqueous cyanamide solution (42 g, 0.5 mole) was added and the mixture refluxed two hours. The solution was cooled to 20° C. precipitating the product which was then recrystallized from methanol giving 15 g of white solid. The reactants are FC(C1=NC(=CC=C1C(=O)OC)C(F)(F)F)(F)F (2,6-bis(trifluoromethyl)-3-methoxycarbonyl pyridine), [OH-].[K+] (potassium hydroxide), O (H2O). Solvent: C(C)O (ethanol). Product: FC(C1=NC(=CC=C1C(=O)O)C(F)(F)F)(F)F (2,6-bis(trifluoromethyl)-3-hydroxycarbonyl pyridine). Yield: 90.1%. Reaction SMILES: [F:1][C:2]([F:18])([F:17])[C:3]1[C:8]([C:9]([O:11]C)=[O:10])=[CH:7][CH:6]=[C:5]([C:13]([F:16])([F:15])[F:14])[N:4]=1.[OH-].[K+].O>C(O)C>[F:17][C:2]([F:1])([F:18])[C:3]1[C:8]([C:9]([OH:11])=[O:10])=[CH:7][CH:6]=[C:5]([C:13]([F:16])([F:14])[F:15])[N:4]=1 |f:1.2|. Reported procedure: 7 g (0.026 mole) of the product of Example 7, 5 g of potassium hydroxide, 10 ml of H2O and 35 ml ethanol were stirred overnight at reflux. The solvent was then removed under vacuum. H2O was added to the residue. This aqueous layer was extracted 2X with ether (ether layer discarded). The aqueous layer was then acidified with conc. HCl. The product was extracted with ether. The ether layer was washed 2X with H2O and dried over MgSO4. The ether was then removed under vacuum and the resulting solid ... Reactants: ClCCCCC1=CNC2=CC=C(C=C12)C(=O)OC (3-(4-chlorobutyl)-5-methoxycarbonylindole), O1CCC2=C1C=CC(=C2)C2(CCNCC2)O (4-(2,3-dihydrobenzofuran-5-yl)-4-hydroxypiperidine). The product is COC(=O)C=1C=C2C(=CNC2=CC1)CCCCN1CCC(CC1)C=1C=CC2=C(CCO2)C1 (1-[4-(5-methoxycarbonylindol-3-yl)butyl]-4-(2,3-dihydrobenzofuran-5-yl)piperidine). As a reaction SMILES: Cl[CH2:2][CH2:3][CH2:4][CH2:5][C:6]1[C:14]2[C:9](=[CH:10][CH:11]=[C:12]([C:15]([O:17][CH3:18])=[O:16])[CH:13]=2)[NH:8][CH:7]=1.[O:19]1[C:23]2[CH:24]=[CH:25][C:26]([C:28]3(O)[CH2:33][CH2:32][NH:31][CH2:30][CH2:29]3)=[CH:27][C:22]=2[CH2:21][CH2:20]1>>[CH3:18][O:17][C:15]([C:12]1[CH:13]=[C:14]2[C:9](=[CH:10][CH:11]=1)[NH:8][CH:7]=[C:6]2[CH2:5][CH2:4][CH2:3][CH2:2][N:31]1[CH2:32][CH2:33][CH:28]([C:26]2[CH:25]=[CH:24][C:23]3[O:19][CH2:20][CH2:21][C:22]=3[CH:27]=2)[CH2:29][CH2:30]1)=[O:16]. Procedure details: of 3-(4-chlorobutyl)-5-methoxycarbonylindole with 4-(2,3-dihydrobenzofuran-5-yl)-4-hydroxypiperidine: